Dataset: the Open Reaction Database (ORD), a public repository of structured organic reaction records. Task: describe an organic reaction: reactants, conditions, products, and yield The reactants are C(CCCCCCCCC)N(C=O)CCCCCCCCCC (didecylformamide), P(O)(O)O (phosphorous acid), P(Cl)(Cl)Cl (phosphorus trichloride), 500. Run in O (water). Reaction conditions: temperature 70 celsius. The product is C(CCCCCCCCC)N(CCCCCCCCCC)C(P(O)(=O)O)P(O)(=O)O (N,N-didecylaminomethane-diphosphonic acid). Yield: 130.0%. RXN SMILES: [CH2:1]([N:11]([CH2:14][CH2:15][CH2:16][CH2:17][CH2:18][CH2:19][CH2:20][CH2:21][CH2:22][CH3:23])[CH:12]=O)[CH2:2][CH2:3][CH2:4][CH2:5][CH2:6][CH2:7][CH2:8][CH2:9][CH3:10].[P:24]([OH:27])([OH:26])[OH:25].P(Cl)(Cl)Cl>O>[CH2:1]([N:11]([CH:12]([P:24]([OH:27])(=[O:25])[OH:26])[P:24]([OH:27])(=[O:26])[OH:25])[CH2:14][CH2:15][CH2:16][CH2:17][CH2:18][CH2:19][CH2:20][CH2:21][CH2:22][CH3:23])[CH2:2][CH2:3][CH2:4][CH2:5][CH2:6][CH2:7][CH2:8][CH2:9][CH3:10]. Procedure: 81.4 parts of didecylformamide and 20.5 parts of phosphorous acid were slowly reacted with 34.3 parts of phosphorus trichloride at 70°C, and the mixture was maintained at 70°C for a further 3 hours. The product was hydrolyzed by the addition of 500 parts of water, the diphosphonic acid thereby being precipitated. This was dissolved in ethanol, precipitated with acetone and dried in vacuo at 50°C. N,N-didecylaminomethane-diphosphonic acid was obtained in a yield of 130% based on PCl3 or 65% based...